Dataset: the Open Reaction Database (ORD), a public repository of structured organic reaction records. Task: describe an organic reaction: reactants, conditions, products, and yield Reactants: NC1=C(C=NN1CCO)C=O (5-amino-1-(2-hydroxyethyl)-1H-pyrazole-4-carbaldehyde), C1(=CC=CC=C1)C(C1=CC=CC=C1)(C1=CC=CC=C1)Cl (triphenylmethyl chloride). The solvent is N1=CC=CC=C1 (pyridine). Conditions: temperature 60 celsius, time 5 hour. The product is NC1=C(C=NN1CCOC(C1=CC=CC=C1)(C1=CC=CC=C1)C1=CC=CC=C1)C=O (5-amino-1-(2-triphenylmethyloxyethyl)-1H-pyrazole-4-carbaldehyde). Yield: 61.0%. RXN SMILES: [NH2:1][C:2]1[N:6]([CH2:7][CH2:8][OH:9])[N:5]=[CH:4][C:3]=1[CH:10]=[O:11].[C:12]1([C:18](Cl)([C:25]2[CH:30]=[CH:29][CH:28]=[CH:27][CH:26]=2)[C:19]2[CH:24]=[CH:23][CH:22]=[CH:21][CH:20]=2)[CH:17]=[CH:16][CH:15]=[CH:14][CH:13]=1>N1C=CC=CC=1>[NH2:1][C:2]1[N:6]([CH2:7][CH2:8][O:9][C:18]([C:12]2[CH:17]=[CH:16][CH:15]=[CH:14][CH:13]=2)([C:25]2[CH:26]=[CH:27][CH:28]=[CH:29][CH:30]=2)[C:19]2[CH:20]=[CH:21][CH:22]=[CH:23][CH:24]=2)[N:5]=[CH:4][C:3]=1[CH:10]=[O:11]. Procedure: To a solution of 5-amino-1-(2-hydroxyethyl)-1H-pyrazole-4-carbaldehyde (40.2 g) in pyridine (400 ml) was added triphenylmethyl chloride (86.7 g) at room temperature. The mixture was stirred at 60° C. for 5 hours. The reaction mixture was evaporated under reduced pressure and extracted with ethyl acetate. The extract was dried over anhydrous magnesium sulfate, filtered, and evaporated in vacuo. The residue was purified by column chromatography on silica gel eluting with ethyl acetate/hexane (3:2)... Starting materials: O.NN (hydrazine hydrate), CO[C@@H](C=O)[C@H](OC)[C@H](O)COC (2,3,5-tri-O-methyl-D-ribose), O.NN (hydrazine hydrate). The solvent is CO (methanol), CO (methanol). Run at time 2 day. The product is N(N)C(=O)[C@H](OC)[C@H](OC)[C@H](O)COC (1-hydrazino-2,3,5-tri-O-methyl-D-ribose). Reaction SMILES: [CH3:1][O:2][C@H:3]([C@@H:6]([C@@H:9]([CH2:11][O:12][CH3:13])[OH:10])[O:7][CH3:8])[CH:4]=[O:5].O.[NH2:15][NH2:16]>CO>[NH:15]([C:4]([C@@H:3]([C@@H:6]([C@@H:9]([CH2:11][O:12][CH3:13])[OH:10])[O:7][CH3:8])[O:2][CH3:1])=[O:5])[NH2:16] |f:1.2|. Procedure: 1.7 g (8.5 mmoles) of 2,3,5-tri-O-methyl-D-ribose are dissolved in 5 ml of absolute methanol. While stirring, 4.25 g (85 mmoles) of 100% hydrazine hydrate (dissolved in 5 ml of absolute methanol) are added. As a result slight heating occurs. Stirring is carried out for 2 days of room temperature. Following this methanol and superfluous hydrazine hydrate are removed in a rotary evaporator at room temperature (oil pump vacuum). Following this drying is carried out for one day under oil pump vacuum...